This data is from the Open Reaction Database (ORD), a public repository of structured organic reaction records. The task is: describe an organic reaction: reactants, conditions, products, and yield The reactants are BrC=1SC(=CC1)Br (2,5-dibromothiophene), solution, C(CCC)[Li] (n-butyllithium), CCCCCC (hexane), CON(C(C1=CC=C(C=C1)F)=O)C (N-methoxy-N-methyl-4-fluorobenzamide). Run in C1CCOC1 (THF), C1CCOC1 (THF). Conditions: temperature -78 celsius, time 45 minute. The product is BrC=1SC(=CC1)C(=O)C1=CC=C(C=C1)F (2-bromo-5-(4-fluorophenylcarbonyl)thiophene). Yield: 85.9%. Reaction SMILES: [Br:1][C:2]1[S:3][C:4](Br)=[CH:5][CH:6]=1.C([Li])CCC.CCCCCC.CON(C)[C:22](=[O:30])[C:23]1[CH:28]=[CH:27][C:26]([F:29])=[CH:25][CH:24]=1>C1COCC1>[Br:1][C:2]1[S:3][C:4]([C:22]([C:23]2[CH:28]=[CH:27][C:26]([F:29])=[CH:25][CH:24]=2)=[O:30])=[CH:5][CH:6]=1. Reported procedure: A solution of 2,5-dibromothiophene (19.23 g, 75.5 mmol) in anhydrous THF (400 mL) was treated at -78° C. under nitrogen with a 2.5M solution of n-butyllithium in hexane (30.0 mL, 75.5 mmol). The resulting solution was stirred for 45 minutes at -78° C. and then transferred by cannula into a cold (-78° C.) solution of N-methoxy-N-methyl-4-fluorobenzamide (12.57 g, 68.6 mmol), prepared as in step 1, in anhydrous THF (300 mL) with siring. After 30 minutes at -78° C., the reaction was quenched by the...